Dataset: the Open Reaction Database (ORD), a public repository of structured organic reaction records. Task: describe an organic reaction: reactants, conditions, products, and yield Starting materials: O=C(O)c1ccc(Br)cc1, [Cl-], N. Product: NC(=O)c1ccc(Br)cc1. Reaction SMILES: [Br:2][c:3]1[cH:4][cH:5][c:6]([C:7](=[O:8])[OH:9])[cH:10][cH:11]1.[Cl-:1].[NH3:12]>>[Br:2][c:3]1[cH:4][cH:5][c:6]([C:7](=[O:8])[NH2:12])[cH:10][cH:11]1. The reactants are Nc1c(Br)cccc1Br, C=CC#N, CC#N, [Cl-], Cl, CC(C)(C)ON=O. Product: N#CC(Cl)Cc1c(Br)cccc1Br. RXN SMILES: [Br:13][c:14]1[c:15]([NH2:16])[c:17]([Br:21])[cH:18][cH:19][cH:20]1.[CH2:9]=[CH:10][C:11]#[N:12].[CH3:23][C:24]#[N:25].[Cl-:1].[ClH:22].[N:2]([O:3][C:4]([CH3:5])([CH3:6])[CH3:7])=[O:8]>>[Cl:1][CH:10]([CH2:9][c:15]1[c:14]([Br:13])[cH:20][cH:19][cH:18][c:17]1[Br:21])[C:11]#[N:12].